This data is from the Open Reaction Database (ORD), a public repository of structured organic reaction records. The task is: describe an organic reaction: reactants, conditions, products, and yield Starting materials: C(C)(C)[Mg]Cl (Isopropylmagnesium chloride), O1CCCC1 (tetrahydrofuran), IC=1N=C2N(CCOC3=C2C=CC(=C3)C(=O)OC)C1 (methyl 2-iodo-5,6-dihydrobenzo[f]imidazo[1,2-d][1,4]oxazepine-9-carboxylate), O1CCCC1 (Tetrahydrofuran), C(CCC)[Sn](CCCC)(CCCC)Cl (Tributyltin chloride), [NH4+].[Cl-] (NH4Cl). Run at time 2.5 hour. Product: C(CCC)[Sn](C=1N=C2N(CCOC3=C2C=CC(=C3)C(=O)OC)C1)(CCCC)CCCC (Methyl 2-(tributylstannyl)-5,6-dihydrobenzo[f]imidazo[1,2-d][1,4]oxazepine-9-carboxylate). Reaction SMILES: C([Mg]Cl)(C)C.O1CCCC1.I[C:12]1[N:13]=[C:14]2[C:20]3[CH:21]=[CH:22][C:23]([C:25]([O:27][CH3:28])=[O:26])=[CH:24][C:19]=3[O:18][CH2:17][CH2:16][N:15]2[CH:29]=1.[CH2:30]([Sn:34](Cl)([CH2:39][CH2:40][CH2:41][CH3:42])[CH2:35][CH2:36][CH2:37][CH3:38])[CH2:31][CH2:32][CH3:33].[NH4+].[Cl-]>>[CH2:39]([Sn:34]([CH2:30][CH2:31][CH2:32][CH3:33])([CH2:35][CH2:36][CH2:37][CH3:38])[C:12]1[N:13]=[C:14]2[C:20]3[CH:21]=[CH:22][C:23]([C:25]([O:27][CH3:28])=[O:26])=[CH:24][C:19]=3[O:18][CH2:17][CH2:16][N:15]2[CH:29]=1)[CH2:40][CH2:41][CH3:42] |f:4.5|. Procedure details: Isopropylmagnesium chloride in tetrahydrofuran (2.0 M, 1.5 mL, 3.00 mmol) was added dropwise to a solution of methyl 2-iodo-5,6-dihydrobenzo[f]imidazo[1,2-d][1,4]oxazepine-9-carboxylate (740 mg, 2.00 mmol) in Tetrahydrofuran (12 mL, 150 mmol) at room temperature. The mixture was stirred for 2.5 hours. Tributyltin chloride (0.8138 mL, 3.000 mmol) was added and the mixture was stirred for 18 hours. The mixture was mixed with sat aq. NH4Cl and extracted with ethyl acetate. The organic layer was was... Starting materials: COC(C)(C)C, CC(C)=O, Cc1ccc(-c2nc(CCl)c(-c3ccccc3)o2)cc1, [I-], [Na+]. Product: Cc1ccc(-c2nc(CI)c(-c3ccccc3)o2)cc1. Reaction SMILES: [CH3:23][O:24][C:25]([CH3:26])([CH3:27])[CH3:28].[CH3:29][C:30](=[O:31])[CH3:32].[Cl:3][CH2:4][c:5]1[n:6][c:7](-[c:16]2[cH:17][cH:18][c:19]([CH3:22])[cH:20][cH:21]2)[o:8][c:9]1-[c:10]1[cH:11][cH:12][cH:13][cH:14][cH:15]1.[I-:2].[Na+:1]>>[I:2][CH2:4][c:5]1[n:6][c:7](-[c:16]2[cH:17][cH:18][c:19]([CH3:22])[cH:20][cH:21]2)[o:8][c:9]1-[c:10]1[cH:11][cH:12][cH:13][cH:14][cH:15]1.